This data is from the Open Reaction Database (ORD), a public repository of structured organic reaction records. The task is: describe an organic reaction: reactants, conditions, products, and yield The reactants are C(C)(=O)N(NC1=CC=NC2=C(C=CC=C12)NC(C1=C(C=CC=C1Cl)Cl)=O)C (4-(2-acetyl-2-methylhydrazino)-8-(2,6-dichlorobenzoylamino)quinoline), CC(C)([O-])C.[K+] (potassium tert-butoxide), CI (Methyl iodide). Solvent: C(C)(=O)OCC (ethyl acetate), CN1C(CCC1)=O (N-methylpyrrolidone). Reaction conditions: time 30 minute. The product is C(C)(=O)N(N(C)C1=CC=NC2=C(C=CC=C12)NC(C1=C(C=CC=C1Cl)Cl)=O)C (4-(2-acetyl-1,2-dimethylhydrazino)-8-(2,6-dichlorobenzoylamino)quinoline). Yield: 42.8%. As a reaction SMILES: [C:1]([N:4]([CH3:27])[NH:5][C:6]1[C:15]2[C:10](=[C:11]([NH:16][C:17](=[O:26])[C:18]3[C:23]([Cl:24])=[CH:22][CH:21]=[CH:20][C:19]=3[Cl:25])[CH:12]=[CH:13][CH:14]=2)[N:9]=[CH:8][CH:7]=1)(=[O:3])[CH3:2].[CH3:28]C(C)([O-])C.[K+].CI>CN1CCCC1=O.C(OCC)(=O)C>[C:1]([N:4]([CH3:27])[N:5]([C:6]1[C:15]2[C:10](=[C:11]([NH:16][C:17](=[O:26])[C:18]3[C:23]([Cl:24])=[CH:22][CH:21]=[CH:20][C:19]=3[Cl:25])[CH:12]=[CH:13][CH:14]=2)[N:9]=[CH:8][CH:7]=1)[CH3:28])(=[O:3])[CH3:2] |f:1.2|. Procedure details: To a solution of 4-(2-acetyl-2-methylhydrazino)-8-(2,6-dichlorobenzoylamino)quinoline (140 mg) in N-methylpyrrolidone (1.5 ml) was added potassium tert-butoxide (40.9 mg) under ice-cooling, and the mixture was stirred for 30 minutes at the same temperature. Methyl iodide (59.1 mg) was added thereto under ice-cooling, and the mixture was stirred for 12 hours at ambient temperature. The mixture was diluted with ethyl acetate, washed with water and brine, dried over magnesium sulfate and evaporated... The reactants are C(C)[C@@]1(O[C@@H]2[C@@H](N(C1)C)CCCC2)C2=CC(=CC=C2)OC ((2R*,4aS*,8aS*)-2-Ethyl-2-(3-methoxyphenyl)-4-methyloctahydro-2H-1,4-benzoxazine), [H-].C(C(C)C)[Al+]CC(C)C (di-isobutylaluminium hydride), CCOCC (Ether), [C@@H]([C@H](C(=O)[O-])O)(C(=O)[O-])O.[Na+].[K+] (Rochelle salt). Solvent: C1(=CC=CC=C1)C (toluene). Conditions: time 1 hour. Product: C(C)[C@@]1(O[C@@H]2[C@@H](N(C1)C)CCCC2)C=2C=C(C=CC2)O (3-[(2R*,4aS*,8aS*)-2-Ethyl-4-methyloctahydro-2H-1,4-benzoxazin-2yl]phenol). Reaction SMILES: [CH2:1]([C@@:3]1([C:14]2[CH:19]=[CH:18][CH:17]=[C:16]([O:20]C)[CH:15]=2)[CH2:8][N:7]([CH3:9])[C@H:6]2[CH2:10][CH2:11][CH2:12][CH2:13][C@@H:5]2[O:4]1)[CH3:2].[H-].C([Al+]CC(C)C)C(C)C.[C@H](O)(C([O-])=O)[C@@H](O)C([O-])=O.[Na+].[K+].CCOCC>C1(C)C=CC=CC=1>[CH2:1]([C@@:3]1([C:14]2[CH:15]=[C:16]([OH:20])[CH:17]=[CH:18][CH:19]=2)[CH2:8][N:7]([CH3:9])[C@H:6]2[CH2:10][CH2:11][CH2:12][CH2:13][C@@H:5]2[O:4]1)[CH3:2] |f:1.2,3.4.5|. Procedure: (2R*,4aS*,8aS*)-2-Ethyl-2-(3-methoxyphenyl)-4-methyloctahydro-2H-1,4-benzoxazine (0.5 g) in dry toluene (5 cm3) was added under nitrogen to di-isobutylaluminium hydride (20% in toluene, 1.2 M, 15 cm3) at room temperature. The mixture was then heated to reflux under nitrogen for 51/2 hr. The mixture was cooled in ice to 0° and treated cautiously with saturated Rochelle salt solution (75 cm3) and the mixture was stirred for 1 hr. Ether (30 cm3) was added and the phases were separated. The aqueous ... The reactants are compound, BrC(C)C=1OC(C2=CC=CC=C2C1C1=CC=CC=C1)=O (3-(1-bromoethyl)-4-phenyl-1H-isochromen-1-one), FC(C1=NNC2=NC=NC(=C21)N)(F)F (3-(trifluoromethyl)-1H-pyrazolo[3,4-d]pyrimidin-4-amine), BrC(C)C=1OC(C2=CC=CC=C2C1C1=CC=CC=C1)=O (3-(1-bromoethyl)-4-phenyl-1H-isochromen-1-one). Yields the product NC1=C2C(=NC=N1)N(N=C2C(F)(F)F)C(C)C=2OC(C1=CC=CC=C1C2C2=CC=CC=C2)=O (3-(1-(4-amino-3-(trifluoromethyl)-1H-pyrazolo[3,4-d]pyrimidin-1-yl)ethyl)-4-phenyl-1H-isochromen-1-one). Yield: 14.9%. RXN SMILES: [F:1][C:2]([F:14])([F:13])[C:3]1[C:11]2[C:6](=[N:7][CH:8]=[N:9][C:10]=2[NH2:12])[NH:5][N:4]=1.Br[CH:16]([C:18]1[O:19][C:20](=[O:34])[C:21]2[C:26]([C:27]=1[C:28]1[CH:33]=[CH:32][CH:31]=[CH:30][CH:29]=1)=[CH:25][CH:24]=[CH:23][CH:22]=2)[CH3:17]>>[NH2:12][C:10]1[N:9]=[CH:8][N:7]=[C:6]2[N:5]([CH:16]([C:18]3[O:19][C:20](=[O:34])[C:21]4[C:26]([C:27]=3[C:28]3[CH:33]=[CH:32][CH:31]=[CH:30][CH:29]=3)=[CH:25][CH:24]=[CH:23][CH:22]=4)[CH3:17])[N:4]=[C:3]([C:2]([F:13])([F:1])[F:14])[C:11]=12. Procedure: The title compound was made in a similar way as that of the compound of example 1 using 3-(trifluoromethyl)-1H-pyrazolo[3,4-d]pyrimidin-4-amine (Intermediate G16, 45 mg, 0.222 mmol) 3-(1-bromoethyl)-4-phenyl-1H-isochromen-1-one (intermediate C7, 72.9 mg, 0.222 mmol). to give the title compound (15 mg, 0.033 mmol, 15.0% yield) as white solid. Reactants: FC(C(=O)O)(F)F.CO[C@H]([C@H](C(=O)N[C@H](C(=O)N1OCCCC1)CC1=CC=CC=C1)C)[C@H]1NCCC1 ((2R,3R)-3-methoxy-2-methyl-N-[(2S)-1-(1,2-oxazinan-2-yl)-1-oxo-3-phenylpropan-2-yl]-3-[(2S)-pyrrolidin-2-yl]propanamide trifluoroacetate), FC(C(=O)O)(F)F.N[C@H](C(=O)N1OCCCC1)CC1=CNC2=CC=CC=C12 ((2S)-2-amino-3-(1H-indol-3-yl)-1-(1,2-oxazinan-2-yl)propan-1-one trifluoroacetate), C(C1=CC=CC=C1)OC(=O)N[C@@H](C(C)C)C(=O)N([C@H]([C@@H](CC(=O)OC(C)(C)C)OC)[C@H](CC)C)C (tert-butyl (3R,4S,5S)-4-[{N-[(benzyloxy)carbonyl]-L-valyl}(methyl)amino]-3-methoxy-5-methylheptanoate), FC(C(=O)O)(F)F.N[C@H](C(=O)N1OCCCC1)CC1=CNC2=CC=CC=C12 ((2S)-2-amino-3-(1H-indol-3-yl)-1-(1,2-oxazinan-2-yl)propan-1-one trifluoroacetate). The product is FC(C(=O)O)(F)F.N1C=C(C2=CC=CC=C12)C[C@@H](C(=O)N1OCCCC1)NC([C@@H]([C@H]([C@H]1NCCC1)OC)C)=O ((2R,3R)—N-[(2S)-3-(1H-indol-3-yl)-1-(1,2-oxazinan-2-yl)-1-oxopropan-2-yl]-3-methoxy-2-methyl-3-[(2S)-pyrrolidin-2-yl]propanamide trifluoroacetate). RXN SMILES: [F:1][C:2]([F:7])([F:6])[C:3]([OH:5])=[O:4].[CH3:8][O:9][C@@H:10]([C@@H:32]1[CH2:36][CH2:35][CH2:34][NH:33]1)[C@@H:11]([CH3:31])[C:12]([NH:14][C@@H:15]([CH2:24]C1C=CC=CC=1)[C:16]([N:18]1[CH2:23][CH2:22][CH2:21][CH2:20][O:19]1)=[O:17])=[O:13].C(OC(N[C@H](C(N(C)[C@@H]([C@@H](C)CC)[C@H](OC)CC(OC(C)(C)C)=O)=O)C(C)C)=O)C1C=CC=CC=1.FC(F)(F)C(O)=O.N[C@@H](C[C:90]1[C:98]2[C:93](=[CH:94][CH:95]=[CH:96][CH:97]=2)[NH:92][CH:91]=1)C(N1CCCCO1)=O>>[F:1][C:2]([F:7])([F:6])[C:3]([OH:5])=[O:4].[NH:92]1[C:93]2[C:98](=[CH:97][CH:96]=[CH:95][CH:94]=2)[C:90]([CH2:24][C@H:15]([NH:14][C:12](=[O:13])[C@H:11]([CH3:31])[C@@H:10]([O:9][CH3:8])[C@@H:32]2[CH2:36][CH2:35][CH2:34][NH:33]2)[C:16]([N:18]2[CH2:23][CH2:22][CH2:21][CH2:20][O:19]2)=[O:17])=[CH:91]1 |f:0.1,3.4,5.6|. Reported procedure: The title compound was prepared in analogy to the synthesis of Intermediate 7 over two stages from Starting Compound 1 and (2S)-2-amino-3-(1H-indol-3-yl)-1-(1,2-oxazinan-2-yl)propan-1-one trifluoroacetate (Intermediate 99).